From a dataset of the Open Reaction Database (ORD), a public repository of structured organic reaction records. describe an organic reaction: reactants, conditions, products, and yield Reactants: ClCCC1C=2C=NN(C2CCC1)C1=CC(=C(C=C1)Cl)Cl (4-(2-chloroethyl)-4,5,6,7-tetrahydro-1-(3,4-dichlorophenyl)-1H-indazole), C(=O)([O-])[O-].[K+].[K+] (K2CO3), C1(=CC=CC=C1)C1CCNCC1 (4-phenylpiperidine). The solvent is CN(C)C=O (DMF), C(C)(=O)OCC (ethyl acetate). Product: ClC=1C=C(C=CC1Cl)N1N=CC=2C(CCCC12)CCN1CCC(CC1)C1=CC=CC=C1 (1-(3,4-dichlorophenyl)-4,5,6,7-tetrahydro-4-(2-(4-phenylpiperidin-1-yl)ethyl)-1H-indazole). Yield: 45.1%. Reaction SMILES: Cl[CH2:2][CH2:3][CH:4]1[CH2:12][CH2:11][CH2:10][C:9]2[N:8]([C:13]3[CH:18]=[CH:17][C:16]([Cl:19])=[C:15]([Cl:20])[CH:14]=3)[N:7]=[CH:6][C:5]1=2.C([O-])([O-])=O.[K+].[K+].[C:27]1([CH:33]2[CH2:38][CH2:37][NH:36][CH2:35][CH2:34]2)[CH:32]=[CH:31][CH:30]=[CH:29][CH:28]=1>CN(C=O)C.C(OCC)(=O)C>[Cl:20][C:15]1[CH:14]=[C:13]([N:8]2[C:9]3[CH2:10][CH2:11][CH2:12][CH:4]([CH2:3][CH2:2][N:36]4[CH2:37][CH2:38][CH:33]([C:27]5[CH:32]=[CH:31][CH:30]=[CH:29][CH:28]=5)[CH2:34][CH2:35]4)[C:5]=3[CH:6]=[N:7]2)[CH:18]=[CH:17][C:16]=1[Cl:19] |f:1.2.3|. Reported procedure: A mixture of 4-(2-chloroethyl)-4,5,6,7-tetrahydro-1-(3,4-dichlorophenyl)-1H-indazole (235 mg, 0.71 mmol), K2CO3 (99 mg, 0.71 mmol), 4-phenylpiperidine (97 mg, 0.71 mmol) and a catalytic amount of K1 in 5 mL of DMF is heated to reflux during 18 hours. The solvent is eliminated at reduced pressure, the crude is diluted with ethyl acetate, washed with water, and the organic phase is evaporated at reduced pressure. The resultant crude is purified by chromatography on silica-gel to obtain 1-(3,4-dich... Starting materials: FC(C=1C=C(C=C(C1)C(F)(F)F)[C@@H](C)O[C@@H]1[C@H]([C@@H]([C@H](CC1)CO)CO)C1=CC=C(C=C1)F)(F)F ([(1S,2R,3R,4S)-4-{(1R)-1-[3,5-bis(Trifluoromethyl)phenyl]ethoxy}-3-(4-fluorophenyl)cyclohexane 1,2-diyl]dimethanol), C(C)(=O)Cl (acetyl chloride), TEA. The solvent is ClCCl (dichloromethane). Reaction conditions: time 6 hour. The product is C(C)(=O)OC[C@@H]1[C@H]([C@@H]([C@H](CC1)O[C@H](C)C1=CC(=CC(=C1)C(F)(F)F)C(F)(F)F)C1=CC=C(C=C1)F)CO ([(1S,2R,3R,4S)-4-{(1R)-1-[3,5-bis(Trifluoromethyl)phenyl]ethoxy}-3-(4-fluorophenyl)-2-(hydroxymethyl)cyclohexyl]methyl acetate). As a reaction SMILES: [F:1][C:2]([F:34])([F:33])[C:3]1[CH:4]=[C:5]([C@H:13]([O:15][C@H:16]2[CH2:21][CH2:20][C@H:19]([CH2:22][OH:23])[C@@H:18]([CH2:24][OH:25])[C@@H:17]2[C:26]2[CH:31]=[CH:30][C:29]([F:32])=[CH:28][CH:27]=2)[CH3:14])[CH:6]=[C:7]([C:9]([F:12])([F:11])[F:10])[CH:8]=1.[C:35](Cl)(=[O:37])[CH3:36]>ClCCl>[C:35]([O:23][CH2:22][C@H:19]1[CH2:20][CH2:21][C@H:16]([O:15][C@@H:13]([C:5]2[CH:4]=[C:3]([C:2]([F:1])([F:33])[F:34])[CH:8]=[C:7]([C:9]([F:10])([F:11])[F:12])[CH:6]=2)[CH3:14])[C@@H:17]([C:26]2[CH:27]=[CH:28][C:29]([F:32])=[CH:30][CH:31]=2)[C@@H:18]1[CH2:24][OH:25])(=[O:37])[CH3:36]. Reported procedure: To a solution of [(1S,2R,3R,4S)-4-{(1R)-1-[3,5-bis(trifluoromethyl)phenyl]ethoxy}-3-(4-fluorophenyl)cyclohexane-1,2-diyl]dimethanol (3.3 g, 6.7 mmol, intermediate step J) in dichloromethane (50 mL) were added acetyl chloride (0.52 mL, 7.4 mmol) and TEA (1.1 mL, 7.9 mmol) at room temperature. The resulting mixture was stirred at r.t. for 6 hr. The solvent was removed under vacuum and the residue was separated by column chromatography on silica gel eluting with 3:1 hexane:ethyl acetate. The less p... Reactants: ClC1=CC=CC=2NC3=CC=CC=C3OC12 (4-chlorophenoxazine), CC1CCC(N1)=O (5-methyl-2-pyrrolidinone). Product: C(CCC)C1CC=C(N1C1=NC(CC1)CCCC)N1C2=CC=CC=C2OC=2C=CC=CC12 (10-[5-n-BUTYL-1-(5-n-BUTYL-1-PYRROLIN-2-YL)-2-PYRROLIN-2-YL]PHENOXAZINE). Reaction SMILES: Cl[C:2]1[C:15]2[O:14][C:13]3[C:8](=[CH:9][CH:10]=[CH:11][CH:12]=3)[NH:7][C:6]=2[CH:5]=[CH:4][CH:3]=1.[CH3:16][CH:17]1[NH:21][C:20](=O)[CH2:19][CH2:18]1>>[CH2:16]([CH:17]1[N:21]([C:20]2[CH2:19][CH2:18][CH:17]([CH2:16][CH2:4][CH2:5][CH3:6])[N:21]=2)[C:20]([N:7]2[C:8]3[CH:9]=[CH:10][CH:11]=[CH:12][C:13]=3[O:14][C:15]3[C:6]2=[CH:5][CH:4]=[CH:3][CH:2]=3)=[CH:19][CH2:18]1)[CH2:3][CH2:2][CH3:15]. Procedure details: Reaction of 4-chlorophenoxazine with 5-methyl-2-pyrrolidinone according to the procedure of Example 4 provides Starting materials: FC1=C(C(=O)O)C=CC=N1 (2-fluoronicotinic acid), C(C)(C)(C)OC(NC=1C=NC(=CC1I)C(F)(F)F)=O ((4-iodo-6-trifluoromethylpyridin-3-yl)carbamic acid tert-butyl ester). Yields the product C(C)(C)(C)OC(NC=1C(=NC=CC1I)F)=O ((2-Fluoro-4-iodopyridin-3-yl)carbamic acid tert-butyl ester). RXN SMILES: [F:1]C1N=CC=CC=1C(O)=O.[C:11]([O:15][C:16](=[O:29])[NH:17][C:18]1[CH:19]=[N:20][C:21](C(F)(F)F)=[CH:22][C:23]=1[I:24])([CH3:14])([CH3:13])[CH3:12]>>[C:11]([O:15][C:16](=[O:29])[NH:17][C:18]1[C:19]([F:1])=[N:20][CH:21]=[CH:22][C:23]=1[I:24])([CH3:14])([CH3:13])[CH3:12]. Procedure: The title product was prepared from 2-fluoronicotinic acid in the same manner as in the preparation of (4-iodo-6-trifluoromethylpyridin-3-yl)carbamic acid tert-butyl ester. Reactants: CCCN=C=O, ClC(Cl)Cl, CCn1nc2c(N)nc3ccccc3c2c1CC1(O)CCNCC1. Product: CCCNC(=O)N1CCC(O)(Cc2c3c(nn2CC)c(N)nc2ccccc23)CC1. RXN SMILES: [CH2:1]([CH2:2][CH3:3])[N:4]=[C:5]=[O:6].[CH:31]([Cl:32])([Cl:33])[Cl:34].[NH2:7][c:8]1[n:9][c:10]2[cH:11][cH:12][cH:13][cH:14][c:15]2[c:16]2[c:17]1[n:18][n:19]([CH2:29][CH3:30])[c:20]2[CH2:21][C:22]1([OH:28])[CH2:23][CH2:24][NH:25][CH2:26][CH2:27]1>>[CH2:1]([CH2:2][CH3:3])[NH:4][C:5](=[O:6])[N:25]1[CH2:24][CH2:23][C:22]([CH2:21][c:20]2[c:16]3[c:15]4[c:10]([n:9][c:8]([NH2:7])[c:17]3[n:18][n:19]2[CH2:29][CH3:30])[cH:11][cH:12][cH:13][cH:14]4)([OH:28])[CH2:27][CH2:26]1. Reactants: O (Water), [H-].[Na+] (Sodium hydride), COC1=CC=C(CBr)C=C1 (4-methoxybenzyl bromide), COC=1C=C2C(C=CNC2=CC1OC)=O (6,7-Dimethoxy-4(1H)-quinolone). The solvent is CN(C=O)C (dimethylformamide), C(C)(=O)OCC (ethyl acetate). Conditions: time 15 hour. The product is COC=1C=C2C(C=CN(C2=CC1OC)CC1=CC=C(C=C1)OC)=O (6,7-dimethoxy-1-(4-methoxybenzyl)-4(1H)-quinolone). As a reaction SMILES: [CH3:1][O:2][C:3]1[CH:4]=[C:5]2[C:10](=[CH:11][C:12]=1[O:13][CH3:14])[NH:9][CH:8]=[CH:7][C:6]2=[O:15].[H-].[Na+].[CH3:18][O:19][C:20]1[CH:27]=[CH:26][C:23]([CH2:24]Br)=[CH:22][CH:21]=1.O>CN(C)C=O.C(OCC)(=O)C>[CH3:1][O:2][C:3]1[CH:4]=[C:5]2[C:10](=[CH:11][C:12]=1[O:13][CH3:14])[N:9]([CH2:24][C:23]1[CH:26]=[CH:27][C:20]([O:19][CH3:18])=[CH:21][CH:22]=1)[CH:8]=[CH:7][C:6]2=[O:15] |f:1.2|. Procedure details: 6,7-Dimethoxy-4(1H)-quinolone (0.5 g) was dissolved in dimethylformamide (10 ml). 60% Sodium hydride (130 mg) and 4-methoxybenzyl bromide (0.42 ml) were added to the solution, and the mixture was stirred at room temperature for 15 hours. Water was added to the mixture, and extraction was conducted with ethyl acetate. The extract was washed with water and dried over sodium sulfate, and the solvent was distilled off under reduced pressure. The residue was purified by silica gel column chromatograp...